Dataset: the Open Reaction Database (ORD), a public repository of structured organic reaction records. Task: describe an organic reaction: reactants, conditions, products, and yield The reactants are C=CCBr, O=C([O-])[O-], CCOC(=O)C1(NC(=O)c2cccc(C)c2O)Cc2ccccc2C1, [Cs+], [Cs+], CN(C)C=O. Product: C=CCOc1c(C)cccc1C(=O)NC1(C(=O)OCC)Cc2ccccc2C1. RXN SMILES: [Br:32][CH2:33][CH:34]=[CH2:35].[C:26](=[O:27])([O-:28])[O-:29].[CH2:1]([CH3:2])[O:3][C:4](=[O:5])[C:6]1([NH:15][C:16]([c:17]2[c:18]([OH:24])[c:19]([CH3:23])[cH:20][cH:21][cH:22]2)=[O:25])[CH2:7][c:8]2[cH:9][cH:10][cH:11][cH:12][c:13]2[CH2:14]1.[Cs+:30].[Cs+:31].[O:36]=[CH:37][N:38]([CH3:39])[CH3:40]>>[CH2:1]([CH3:2])[O:3][C:4](=[O:5])[C:6]1([NH:15][C:16]([c:17]2[c:18]([O:24][CH2:35][CH:34]=[CH2:33])[c:19]([CH3:23])[cH:20][cH:21][cH:22]2)=[O:25])[CH2:7][c:8]2[cH:9][cH:10][cH:11][cH:12][c:13]2[CH2:14]1. The reactants are C(C)C1=C(C(=CC(=C1)C1=NOC(=N1)C1=NC=C(C(=C1)C)CC(C)C)C)O (2-Ethyl-4-[5-(5-isobutyl-4-methyl-pyridin-2-yl)-[1,2,4]oxadiazol-3-yl]-6-methyl-phenol), C(=O)([O-])[O-].[K+].[K+] (K2CO3), ClC(C(=O)OC)C(=O)OC (dimethyl chloromalonate). The solvent is C(C)#N (acetonitrile), CC(OCC)=O (EA). Run at temperature 65 celsius, time 18 hour. Yields the product COC(C(C(=O)OC)OC1=C(C=C(C=C1C)C1=NOC(=N1)C1=NC=C(C(=C1)C)CC(C)C)CC)=O (2-{2-ethyl-4-[5-(5-isobutyl-4-methyl-pyridin-2-yl)-[1,2,4]oxadiazol-3-yl]-6-methyl-phenoxy}-malonic acid dimethyl ester). The yield is 69.2%. Reaction SMILES: [CH2:1]([C:3]1[CH:8]=[C:7]([C:9]2[N:13]=[C:12]([C:14]3[CH:19]=[C:18]([CH3:20])[C:17]([CH2:21][CH:22]([CH3:24])[CH3:23])=[CH:16][N:15]=3)[O:11][N:10]=2)[CH:6]=[C:5]([CH3:25])[C:4]=1[OH:26])[CH3:2].C([O-])([O-])=O.[K+].[K+].Cl[CH:34]([C:39]([O:41][CH3:42])=[O:40])[C:35]([O:37][CH3:38])=[O:36]>C(#N)C.CC(=O)OCC>[CH3:38][O:37][C:35](=[O:36])[CH:34]([O:26][C:4]1[C:5]([CH3:25])=[CH:6][C:7]([C:9]2[N:13]=[C:12]([C:14]3[CH:19]=[C:18]([CH3:20])[C:17]([CH2:21][CH:22]([CH3:23])[CH3:24])=[CH:16][N:15]=3)[O:11][N:10]=2)=[CH:8][C:3]=1[CH2:1][CH3:2])[C:39]([O:41][CH3:42])=[O:40] |f:1.2.3|. Procedure details: To a solution of the compound of Example 32 (100 mg, 285 μmol) in acetonitrile (2 mL), K2CO3 (56 mg, 427 μmol) followed by dimethyl chloromalonate (57 mg, 341 μmol) is added. The mixture is stirred at 65° C. for 18 h. The mixture is diluted with EA and washed with water. The org. extract is concentrated and the crude product is purified on prep. TLC plates using heptane:EA 4:1 to give 2-{2-ethyl-4-[5-(5-isobutyl-4-methyl-pyridin-2-yl)-[1,2,4]oxadiazol-3-yl]-6-methyl-phenoxy}-malonic acid dimethy... Starting materials: COC(C1=CC=C(C=C1)OCCN(C(C=CCOCCN1CCCC1)=O)C1=CC2=C(O1)C=CC=C2)=O (4-{2-[3-benzofuran-2-yl-4-(2-pyrrolidin-1-ylethoxy)but-2-enoyl-amino]ethoxy}benzoic acid methyl ester), NO (hydroxylamine), Cl (HCl), CO (Methanol). Solvent: C1CCOC1 (THF), O (water), [OH-].[Na+] (NaOH). Reaction conditions: time 8 hour. Yields the product Cl.O1C(=CC2=C1C=CC=C2)N(CCOC2=CC=C(C(=O)NO)C=C2)C(C=CCOCCN2CCCC2)=O (4-{2-[3-benzofuran-2-yl-4-(2-pyrrolidin-1-ylethoxy)but-2-enoylamino]-ethoxy}-N-hydroxybenzamide hydrochloride). Reaction SMILES: CO[C:3](=[O:36])[C:4]1[CH:9]=[CH:8][C:7]([O:10][CH2:11][CH2:12][N:13]([C:27]2[O:31]C3C=CC=CC=3[CH:28]=2)[C:14](=[O:26])[CH:15]=[CH:16][CH2:17][O:18][CH2:19][CH2:20][N:21]2[CH2:25][CH2:24][CH2:23][CH2:22]2)=[CH:6][CH:5]=1.[NH2:37][OH:38].CO.[ClH:41]>C1COCC1.O.[OH-].[Na+]>[ClH:41].[O:31]1[C:5]2[CH:6]=[CH:7][CH:8]=[CH:9][C:4]=2[CH:28]=[C:27]1[N:13]([C:14](=[O:26])[CH:15]=[CH:16][CH2:17][O:18][CH2:19][CH2:20][N:21]1[CH2:22][CH2:23][CH2:24][CH2:25]1)[CH2:12][CH2:11][O:10][C:7]1[CH:8]=[CH:9][C:4]([C:3]([NH:37][OH:38])=[O:36])=[CH:5][CH:6]=1 |f:6.7,8.9|. Procedure details: To a solution of 4-{2-[3-benzofuran-2-yl-4-(2-pyrrolidin-1-ylethoxy)but-2-enoyl-amino]ethoxy}benzoic acid methyl ester (90 mg, 0.182 mmol) in THF (1 ml), a solution of hydroxylamine in 50% water (1 ml) and 1N NaOH (0.050 ul) were added. Methanol was added dropwise until a homogeneous solution was obtained and the reaction mixture was stirred overnight at rt. After cooling the mixture at 0° C., 6 N HCl was added until pH 7 was reached. The crude solid was filtered and purified by HPLC to give the... Starting materials: C(=O)=O (carbon dioxide), C(Cl)(Cl)Cl (chloroform), OC1=NC=CC=C1O (2,3-Dihydroxypyridine), ferric chloride. Run in CI (methyl iodide), CI (methyl iodide), CI (methyl iodide). Conditions: temperature 140 celsius. The product is OC=1C(N(C=CC1)C)=O (3-hydroxy-1-methylpyrid-2-one). RXN SMILES: [OH:1][C:2]1[C:7]([OH:8])=[CH:6][CH:5]=[CH:4][N:3]=1.[C:9](=O)=O.C(Cl)(Cl)Cl>CI>[OH:8][C:7]1[C:2](=[O:1])[N:3]([CH3:9])[CH:4]=[CH:5][CH:6]=1. Procedure: 2,3-Dihydroxypyridine (5.55 g) is suspended in methyl iodide (20 ml) in a sealed tube and heated for 24 hours at 140° C. The reaction is taken to be complete when a dark brown residue forms as a separate phase from the methyl iodide and the tube is then cooled in solid carbon dioxide and opened. The excess methyl iodide is poured off, distilled water (10 ml) is added to the brown residue, and sulphur dioxide gas is bubbled through the mixture until the aqueous phase becomes clear. The pH of the ...